From a dataset of the Open Reaction Database (ORD), a public repository of structured organic reaction records. describe an organic reaction: reactants, conditions, products, and yield The reactants are Brc1ccc2cnc(Nc3ccc(N4CCOCC4)cc3)nn12, CC(C)(C)OC(=O)N1CC=C(B2OC(C)(C)C(C)(C)O2)CC1, CC(=O)[O-], CC(=O)[O-], CN(C)C=O, [Na+], [Na+], O=C([O-])[O-], O, [Pd+2], c1ccc(P(c2ccccc2)c2ccccc2)cc1. Product: CC(C)(C)OC(=O)N1CCC(c2ccc3cnc(Nc4ccc(N5CCOCC5)cc4)nn23)CC1. RXN SMILES: [Br:20][c:21]1[cH:22][cH:23][c:24]2[cH:25][n:26][c:27]([NH:30][c:31]3[cH:32][cH:33][c:34]([N:37]4[CH2:38][CH2:39][O:40][CH2:41][CH2:42]4)[cH:35][cH:36]3)[n:28][n:29]12.[C:43]([CH3:44])([CH3:45])([CH3:46])[O:47][C:48](=[O:49])[N:50]1[CH2:51][CH2:52][C:53]([B:56]2[O:57][C:58]([CH3:59])([CH3:60])[C:61]([CH3:62])([CH3:63])[O:64]2)=[CH:54][CH2:55]1.[C:72]([O-:73])(=[O:74])[CH3:75].[C:77]([O-:78])(=[O:79])[CH3:80].[CH3:81][N:82]([CH3:83])[CH:84]=[O:85].[Na+:65].[Na+:66].[O-:67][C:68](=[O:69])[O-:70].[OH2:71].[Pd+2:76].[c:1]1([P:2]([c:3]2[cH:4][cH:5][cH:6][cH:7][cH:8]2)[c:9]2[cH:10][cH:11][cH:12][cH:13][cH:14]2)[cH:15][cH:16][cH:17][cH:18][cH:19]1>>[c:21]1([CH:53]2[CH2:52][CH2:51][N:50]([C:48]([O:47][C:43]([CH3:44])([CH3:45])[CH3:46])=[O:49])[CH2:55][CH2:54]2)[cH:22][cH:23][c:24]2[cH:25][n:26][c:27]([NH:30][c:31]3[cH:32][cH:33][c:34]([N:37]4[CH2:38][CH2:39][O:40][CH2:41][CH2:42]4)[cH:35][cH:36]3)[n:28][n:29]12. Reactants: C[Al](C)C, CS(=O)(=O)c1ccc(N)cc1, Cc1ccccc1, ClC(Cl)Cl, Cc1ccc(C#N)cc1Cl. Product: Cc1ccc(C(=N)Nc2ccc(S(C)(=O)=O)cc2)cc1Cl. RXN SMILES: [CH3:12][Al:13]([CH3:14])[CH3:15].[CH3:1][S:2](=[O:3])(=[O:4])[c:5]1[cH:6][cH:7][c:8]([NH2:9])[cH:10][cH:11]1.[CH3:26][c:27]1[cH:28][cH:29][cH:30][cH:31][cH:32]1.[CH:33]([Cl:34])([Cl:35])[Cl:36].[Cl:16][c:17]1[cH:18][c:19]([C:20]#[N:21])[cH:22][cH:23][c:24]1[CH3:25]>>[CH3:1][S:2](=[O:3])(=[O:4])[c:5]1[cH:6][cH:7][c:8]([NH:9][C:20]([c:19]2[cH:18][c:17]([Cl:16])[c:24]([CH3:25])[cH:23][cH:22]2)=[NH:21])[cH:10][cH:11]1. Starting materials: CCO, Cc1ccccc1, COc1cc2nccc(Oc3ccc(N)cc3Cl)c2cc1OC, O=C(N=C=S)c1ccccc1. Yields the product COc1cc2nccc(Oc3ccc(NC(=S)NC(=O)c4ccccc4)cc3Cl)c2cc1OC. As a reaction SMILES: [CH3:24][CH2:25][OH:26].[CH3:38][c:39]1[cH:40][cH:41][cH:42][cH:43][cH:44]1.[Cl:1][c:2]1[cH:3][c:4]([NH2:5])[cH:6][cH:7][c:8]1[O:9][c:10]1[cH:11][cH:12][n:13][c:14]2[cH:15][c:16]([O:22][CH3:23])[c:17]([O:20][CH3:21])[cH:18][c:19]12.[c:27]1([C:33](=[O:34])[N:35]=[C:36]=[S:37])[cH:28][cH:29][cH:30][cH:31][cH:32]1>>[Cl:1][c:2]1[cH:3][c:4]([NH:5][C:36]([NH:35][C:33]([c:27]2[cH:28][cH:29][cH:30][cH:31][cH:32]2)=[O:34])=[S:37])[cH:6][cH:7][c:8]1[O:9][c:10]1[cH:11][cH:12][n:13][c:14]2[cH:15][c:16]([O:22][CH3:23])[c:17]([O:20][CH3:21])[cH:18][c:19]12. Starting materials: Fc1ccc(Cl)c(CBr)c1, Cn1c(=O)cc(N2CCCC(N)C2)n(Cc2cc(F)ccc2Br)c1=O. Product: Cn1c(=O)cc(N2CCCC(N)C2)n(Cc2cc(F)ccc2Cl)c1=O. Reaction SMILES: [Cl:26][c:27]1[cH:28][cH:29][c:30]([F:31])[cH:32][c:33]1[CH2:34][Br:35].[NH2:1][CH:2]1[CH2:3][N:4]([c:8]2[cH:9][c:10](=[O:25])[n:11]([CH3:24])[c:12](=[O:23])[n:13]2[CH2:14][c:15]2[c:16]([Br:22])[cH:17][cH:18][c:19]([F:21])[cH:20]2)[CH2:5][CH2:6][CH2:7]1>>[NH2:1][CH:2]1[CH2:3][N:4]([c:8]2[cH:9][c:10](=[O:25])[n:11]([CH3:24])[c:12](=[O:23])[n:13]2[CH2:14][c:15]2[c:16]([Cl:26])[cH:17][cH:18][c:19]([F:21])[cH:20]2)[CH2:5][CH2:6][CH2:7]1. Yields the product [C@@H]1([C@H](O)[C@H](O)[C@H](O1)CO)N1N=C(N=C1)C(=O)N (1-β-D-ribofuranosyl-1,2,4-triazole-3-carboxamide). Procedure details: In a preferred method of synthesis as shown in Scheme I, cyanoformimidic acid hydrazide is reacted with 2,3-O-isopropylidene-D-ribose to yield N1 -(2,3-O-isopropylidene-D-ribofuranosyl)cyanoformamidrazone which is ring closed with triethylorthoformate followed by treatment with ammonia and acid hydrolysis of the isopropylidene group to yield 1-β-D-ribofuranosyl-1,2,4-triazole-3-carboxamide. ##STR1## Reactants: C(#N)C(=N)NN (cyanoformimidic acid hydrazide), N (ammonia), CC1(OC2C(OC(C2O1)O)CO)C (2,3-O-isopropylidene-D-ribose), C(C)OC(OCC)OCC (triethylorthoformate). Reaction SMILES: C([C:3]([NH:5][NH2:6])=[NH:4])#N.CC1(C)[O:15][CH:14]2[CH:10]([CH:11]([CH2:17][OH:18])[O:12][CH:13]2O)[O:9]1.[CH2:20]([O:22]C(OCC)OCC)[CH3:21].[NH3:30]>>[C@@H:13]1([N:5]2[CH:3]=[N:4][C:21]([C:20]([NH2:30])=[O:22])=[N:6]2)[O:12][C@H:11]([CH2:17][OH:18])[C@@H:10]([OH:9])[C@H:14]1[OH:15]. Reactants: ClC1=NC(=NC=C1C(O)C=1SC=CC1)OC1=C(C=CC=C1)Cl ([4-Chloro-2-(2-chloro-phenoxy)-pyrimidin-5-yl]-thiophen-2-yl-methanol). Reaction SMILES: [Cl:1][C:2]1[C:7]([CH:8]([C:10]2[S:11][CH:12]=[CH:13][CH:14]=2)[OH:9])=[CH:6][N:5]=[C:4]([O:15][C:16]2[CH:21]=[CH:20][CH:19]=[CH:18][C:17]=2[Cl:22])[N:3]=1>C1(C)C=CC=CC=1.O=[Mn]=O>[Cl:1][C:2]1[C:7]([C:8]([C:10]2[S:11][CH:12]=[CH:13][CH:14]=2)=[O:9])=[CH:6][N:5]=[C:4]([O:15][C:16]2[CH:21]=[CH:20][CH:19]=[CH:18][C:17]=2[Cl:22])[N:3]=1. Reported procedure: [4-Chloro-2-(2-chloro-phenoxy)-pyrimidin-5-yl]-thiophen-2-yl-methanol (98 mg, 0.28 mmol)was dissolved in 15 mL dry toluene, and 250 mg of MnO2 was added. The reaction mixture was heated to reflux for 30 minutes, and water was removed using a Dean Stark apparatus. The hot reaction mixture was filtered through Celite, and the Celite was washed five times with 3.5 mL of hot EtOAc. The combined organics were evaporated under reduced pressure to yiled 82 mg of [4-Chloro-2-(2-chloro-phenoxy)-pyrimidin... The product is ClC1=NC(=NC=C1C(=O)C=1SC=CC1)OC1=C(C=CC=C1)Cl ([4-Chloro-2-(2-chloro-phenoxy)-pyrimidin-5-yl]-thiophen-2-yl-methanone). The solvent is C1(=CC=CC=C1)C (toluene). Reagents/catalysts: O=[Mn]=O (MnO2).